This data is from the Open Reaction Database (ORD), a public repository of structured organic reaction records. The task is: describe an organic reaction: reactants, conditions, products, and yield Reactants: C(C)(C)(C)OC(=O)N1CCC(CC1)C1=CC=C(C=C1)NC1=NN2C(C(=CC=C2)C2=CC(=CC=C2)OC)=N1 (4-{4-[8-(3-methoxy-phenyl)-[1,2,4]-triazolo[1,5-a]pyridin-2-ylamino]-phenyl}-piperidine-1-carboxylic acid tert-butyl ester), FC(C(=O)O)(F)F (trifluoroacetic acid). Yields the product COC=1C=C(C=CC1)C=1C=2N(C=CC1)N=C(N2)NC2=CC=C(C=C2)C2CCNCC2 ([8-(3-Methoxy-phenyl)-[1,2,4]-triazolo[1,5-a]pyridin-2-yl]-(4-piperidin-4-yl-phenyl)-amine), product. The yield is 46.0%. RXN SMILES: C(OC([N:8]1[CH2:13][CH2:12][CH:11]([C:14]2[CH:19]=[CH:18][C:17]([NH:20][C:21]3[N:37]=[C:24]4[C:25]([C:29]5[CH:34]=[CH:33][CH:32]=[C:31]([O:35][CH3:36])[CH:30]=5)=[CH:26][CH:27]=[CH:28][N:23]4[N:22]=3)=[CH:16][CH:15]=2)[CH2:10][CH2:9]1)=O)(C)(C)C.FC(F)(F)C(O)=O>>[CH3:36][O:35][C:31]1[CH:30]=[C:29]([C:25]2[C:24]3[N:23]([N:22]=[C:21]([NH:20][C:17]4[CH:18]=[CH:19][C:14]([CH:11]5[CH2:12][CH2:13][NH:8][CH2:9][CH2:10]5)=[CH:15][CH:16]=4)[N:37]=3)[CH:28]=[CH:27][CH:26]=2)[CH:34]=[CH:33][CH:32]=1. Procedure details: [8-(3-Methoxy-phenyl)-[1,2,4]-triazolo[1,5-a]pyridin-2-yl]-(4-piperidin-4-yl-phenyl)-amine was prepared from 4-{4-[8-(3-methoxy-phenyl)-[1,2,4]-triazolo[1,5-a]pyridin-2-ylamino]-phenyl}-piperidine-1-carboxylic acid tert-butyl ester (0.405 g, 0.812 mmol) and trifluoroacetic acid (2 mL) in a manner analogous to Example 312 to give product (0.150 g, 46%). MP=88-90° C. 1H NMR (400 MHz, (D3C)2SO, δ, ppm): 9.60 (s, 1H), 8.78 (d, 1H), 7.85 (m, 2H), 7.65 (m, 3H), 7.40 (m, 1H), 7.15 (m, 3H), 7.05 (m, 1H)... Starting materials: C(=O)(OCC)C=1NC2=CC(=CC(=C2C1)Cl)Cl (2-carboethoxy-4,6-dichloroindole), CN(C=O)C (dimethylformamide), P(=O)(Cl)(Cl)Cl (phosphoryl chloride). Run in ClC(C)Cl (dichloroethane). Conditions: time 3.5 hour. Yields the product C(=O)C1=C(NC2=CC(=CC(=C12)Cl)Cl)C(=O)OCC (3-formyl-2-carboethoxy-4,6-dichloroindole). As a reaction SMILES: [C:1]([C:6]1[NH:7][C:8]2[C:13]([CH:14]=1)=[C:12]([Cl:15])[CH:11]=[C:10]([Cl:16])[CH:9]=2)([O:3][CH2:4][CH3:5])=[O:2].CN(C)[CH:19]=[O:20].P(Cl)(Cl)(Cl)=O>ClC(Cl)C>[CH:19]([C:14]1[C:13]2[C:8](=[CH:9][C:10]([Cl:16])=[CH:11][C:12]=2[Cl:15])[NH:7][C:6]=1[C:1]([O:3][CH2:4][CH3:5])=[O:2])=[O:20]. Procedure details: Combine 2-carboethoxy-4,6-dichloroindole (20.0 g, 0.077 mol), and dimethylformamide (9.0 mL, 0.117 mol) in dichloroethane (100 mL). Add phosphoryl chloride (18.0 g, 0.117 mmol). Heat to reflux. After 3.5 hours, cool the reaction mixture to ambient temperature to obtain a solid. Collect the solid by filtration, rinse with water. Combine the solid with aqueous 1 M sodium acetate solution and stir. After 1 hour, filter, rinse with water, and dry to give 3-formyl-2-carboethoxy-4,6-dichloroindole.